This data is from the Open Reaction Database (ORD), a public repository of structured organic reaction records. The task is: describe an organic reaction: reactants, conditions, products, and yield Starting materials: [OH-].[Na+] (sodium hydroxide), bisphenol, polycarbonate, C(=O)(Cl)Cl (phosgene), OC1=CC=C(C=C1)C(C)(C)C1=CC=C(C=C1)O (bisphenol A), C(=O)(Cl)Cl (phosgene), [OH-].[Na+] (sodium hydroxide). Run in [Cl-].[Na+].O (brine), [Cl-].[Na+].O (brine), ClCCl (dichloromethane). Yields the product CC(C)(C1=CC=C(C=C1)O)C2=CC=C(C=C2)O.C(=O)(O)O (bisphenol A polycarbonate), [Cl-].[Na+] (sodium chloride). Reaction SMILES: [C:1](Cl)([Cl:3])=[O:2].[OH-:5].[Na+:6].[OH:7][C:8]1[CH:13]=[CH:12][C:11]([C:14]([C:17]2[CH:22]=[CH:21][C:20]([OH:23])=[CH:19][CH:18]=2)([CH3:16])[CH3:15])=[CH:10][CH:9]=1>[Cl-].[Na+].O.ClCCl>[CH3:16][C:14]([C:11]1[CH:12]=[CH:13][C:8]([OH:7])=[CH:9][CH:10]=1)([C:17]1[CH:18]=[CH:19][C:20]([OH:23])=[CH:21][CH:22]=1)[CH3:15].[C:1]([OH:2])([OH:7])=[O:5].[Cl-:3].[Na+:6] |f:1.2,4.5.6,8.9,10.11|. Procedure: The manufacture of condensation polymers often produces a brine solution as a by-product. For example, a brine solution is produced in the manufacture of polycarbonate resins through the reaction of phosgene with at least one bisphenol compound in an organic solvent in the presence of aqueous sodium hydroxide. A common example is the reaction of bisphenol A with phosgene in dichloromethane in the presence of aqueous sodium hydroxide to produce bisphenol A polycarbonate and sodium chloride soluti... Starting materials: C(C(=C)C)(=O)O (methacrylic acid), N(=NC(C#N)(CC(C)C)C)C(C#N)(CC(C)C)C (2,2′-azobis-(2,4′-dimethylvaleronitrile)), ester, C(C(=C)C)(=O)OCC=C (allyl methacrylate), C(C(=C)C)(=O)O (methacrylic acid), O (water). The solvent is COCC(C)O (1-methoxy-2-propanol), COCC(C)O (1-methoxy-2-propanol). Run at temperature 70 celsius, time 2 hour. Product: C(C(=C)C)(=O)O.C(C(=C)C)(=O)OCC=C (methacrylic acid allyl methacrylate). Reaction SMILES: [C:1]([OH:6])(=[O:5])[C:2]([CH3:4])=[CH2:3].[C:7]([O:12][CH2:13][CH:14]=[CH2:15])(=[O:11])[C:8]([CH3:10])=[CH2:9].N(C(C)(CC(C)C)C#N)=NC(C)(CC(C)C)C#N.O>COCC(O)C>[C:1]([OH:6])(=[O:5])[C:2]([CH3:4])=[CH2:3].[C:7]([O:12][CH2:13][CH:14]=[CH2:15])(=[O:11])[C:8]([CH3:10])=[CH2:9] |f:5.6|. Reported procedure: 398.7 parts of 1-methoxy-2-propanol were charged in a reaction vessel and heated under a nitrogen flow so that the internal temperature of the vessel was 70° C. Then a solution in which 12.9 parts of methacrylic acid, 75.7 parts of allyl methacrylate (composition ratio of these methacrylic acid and ester thereof was 20:80 in molar ratio), and 3.73 parts of V-65 (2,2′-azobis-(2,4′-dimethylvaleronitrile), manufactured by Wako Pure Chemical Co.) were dissolved in 398.7 parts of 1-methoxy-2-propanol... RXN SMILES: [CH2:1]([CH3:2])[O:3][C:4]([c:5]1[c:6](-[c:11]2[cH:12][cH:13][c:14]([C:17]([F:18])([F:19])[F:20])[cH:15][cH:16]2)[n:7][cH:8][cH:9][cH:10]1)=[O:21].[CH3:26][OH:27].[Li+:24].[O:28]1[CH2:29][CH2:30][CH2:31][CH2:32]1.[OH-:23].[OH2:22].[OH2:25]>>[O:3]=[C:4]([c:5]1[c:6](-[c:11]2[cH:12][cH:13][c:14]([C:17]([F:18])([F:19])[F:20])[cH:15][cH:16]2)[n:7][cH:8][cH:9][cH:10]1)[OH:21]. Starting materials: CCOC(=O)c1cccnc1-c1ccc(C(F)(F)F)cc1, CO, [Li+], C1CCOC1, [OH-], O, O. Yields the product O=C(O)c1cccnc1-c1ccc(C(F)(F)F)cc1. The reactants are CC(SC(CO)CO)C(O)(Cn1cncn1)c1ccc(F)cc1F, O=CC=Cc1ccc(F)cc1. Yields the product CC(SC1COC(C=Cc2ccc(F)cc2)OC1)C(O)(Cn1cncn1)c1ccc(F)cc1F. Reaction SMILES: [F:1][c:2]1[c:3]([C:9]([CH2:10][n:11]2[n:12][cH:13][n:14][cH:15]2)([CH:16]([CH3:17])[S:18][CH:19]([CH2:20][OH:21])[CH2:22][OH:23])[OH:24])[cH:4][cH:5][c:6]([F:8])[cH:7]1.[F:25][c:26]1[cH:27][cH:28][c:29]([CH:30]=[CH:31][CH:32]=[O:33])[cH:34][cH:35]1>>[F:1][c:2]1[c:3]([C:9]([CH2:10][n:11]2[n:12][cH:13][n:14][cH:15]2)([CH:16]([CH3:17])[S:18][CH:19]2[CH2:20][O:21][CH:32]([CH:31]=[CH:30][c:29]3[cH:28][cH:27][c:26]([F:25])[cH:35][cH:34]3)[O:23][CH2:22]2)[OH:24])[cH:4][cH:5][c:6]([F:8])[cH:7]1.